Dataset: the Open Reaction Database (ORD), a public repository of structured organic reaction records. Task: describe an organic reaction: reactants, conditions, products, and yield Yields the product O=[N+]([O-])c1cccc(CCNCCc2ccccc2)c1. Reaction SMILES: [BH3:22].[CH2:23]1[O:24][CH2:25][CH2:26][CH2:27]1.[CH2:31]1[O:32][CH2:33][CH2:34][CH2:35]1.[CH3:41][OH:42].[CH:37]([OH:38])([CH3:39])[CH3:40].[ClH:28].[ClH:36].[Na+:30].[OH-:29].[c:1]1([CH2:7][CH2:8][NH:9][C:10]([CH2:11][c:12]2[cH:13][c:14]([N+:18](=[O:19])[O-:20])[cH:15][cH:16][cH:17]2)=[O:21])[cH:2][cH:3][cH:4][cH:5][cH:6]1>>[c:1]1([CH2:7][CH2:8][NH:9][CH2:10][CH2:11][c:12]2[cH:13][c:14]([N+:18](=[O:19])[O-:20])[cH:15][cH:16][cH:17]2)[cH:2][cH:3][cH:4][cH:5][cH:6]1. Reactants: B, C1CCOC1, C1CCOC1, CO, CC(C)O, Cl, Cl, [Na+], [OH-], O=C(Cc1cccc([N+](=O)[O-])c1)NCCc1ccccc1.